Dataset: the Open Reaction Database (ORD), a public repository of structured organic reaction records. Task: describe an organic reaction: reactants, conditions, products, and yield The reactants are C(C)(=O)NC1=C(C(=CC(=C1)OC)OC)C(C)=O ((2'-acetylamino-4',6'-dimethoxyphenyl)ethanone), C(C)(=O)NC1=C(C(=CC(=C1)OC)OC)C(C)=O ((2'-acetylamino-4',6'-dimethoxyphenyl)ethanone), [OH-].[K+] (potassium hydroxide), O (water). The solvent is C(C)O (ethanol). Yields the product NC1=C(C(=CC(=C1)OC)OC)C(C)=O ((2'-amino-4',6'-dimethoxyphenyl)ethanone). Yield: 58.4%. RXN SMILES: C([NH:4][C:5]1[CH:10]=[C:9]([O:11][CH3:12])[CH:8]=[C:7]([O:13][CH3:14])[C:6]=1[C:15](=[O:17])[CH3:16])(=O)C.[OH-].[K+].O>C(O)C>[NH2:4][C:5]1[CH:10]=[C:9]([O:11][CH3:12])[CH:8]=[C:7]([O:13][CH3:14])[C:6]=1[C:15](=[O:17])[CH3:16] |f:1.2|. Reported procedure: A mixture of (2'-acetylamino-4',6'-dimethoxyphenyl)ethanone (compound 75-3, prepared in Preparation 75) (0.237 g, 1.0 mmol), potassium hydroxide (0.2 g, 3.57 mmol), water (0.2 ml), and ethanol (2 ml) is heated to reflux for one hour. The solvent is distilled under reduced pressure, and the residue is extracted with dichloromethane. The extract is washed with water, dried, and the solvent is removed to yield a crystalline residue. Recrystallization from ethyl acetate gives (2'-amino-4',6'-dimetho... Starting materials: [C-]#N.[Na+] (sodium cyanide), [OH-].[K+] (potassium hydroxide), CN1C=CC=C1 (N-methylpyrrole), O=CC(Cl)(Cl)Cl (chloral). Solvent: O (water), O (water), O (water), CCOCC (ether). The product is cyano, C(#N)C1=CC=C(N1C)CC(=O)O (5-cyano-1-methylpyrrole-2-acetic acid). The yield is 57.6%. Reaction SMILES: [CH3:1][N:2]1[CH:6]=[CH:5][CH:4]=[CH:3]1.[O:7]=[CH:8][C:9](Cl)(Cl)Cl.[C-:13]#[N:14].[Na+].[OH-:16].[K+]>O.CCOCC>[C:13]([C:6]1[N:2]([CH3:1])[C:3]([CH2:9][C:8]([OH:16])=[O:7])=[CH:4][CH:5]=1)#[N:14] |f:2.3,4.5|. Reported procedure: An ether (10 ml) solution of N-methylpyrrole (810 mg, 10 mmol) and chloral (1.6 g, 10.7 mmol) was refluxed for 24 hours. The solvent was removed at room temperature under vacuum and the residue was dissolved in methanol (30 ml). This solution was added to a solution of sodium cyanide (3.0 g, 60 mmol) in water (30 ml). To this solution, heated to 30°-35° C. in an oil bath, was added during 20 hours a solution of potassium hydroxide (2.6 g, 40 mmol) in water (15 ml). After completion of the additi... Reactants: O=C=Nc1ccc(OCc2ccccc2)cc1, C1CCOC1, Clc1ccc2c(N3CCNCC3)ccnc2c1. Yields the product O=C(Nc1ccc(OCc2ccccc2)cc1)N1CCN(c2ccnc3cc(Cl)ccc23)CC1. RXN SMILES: [CH2:18]([c:19]1[cH:20][cH:21][cH:22][cH:23][cH:24]1)[O:25][c:26]1[cH:27][cH:28][c:29]([N:32]=[C:33]=[O:34])[cH:30][cH:31]1.[CH2:35]1[O:36][CH2:37][CH2:38][CH2:39]1.[Cl:1][c:2]1[cH:3][cH:4][c:5]2[c:6]([N:12]3[CH2:13][CH2:14][NH:15][CH2:16][CH2:17]3)[cH:7][cH:8][n:9][c:10]2[cH:11]1>>[Cl:1][c:2]1[cH:3][cH:4][c:5]2[c:6]([N:12]3[CH2:13][CH2:14][N:15]([C:33]([NH:32][c:29]4[cH:28][cH:27][c:26]([O:25][CH2:18][c:19]5[cH:20][cH:21][cH:22][cH:23][cH:24]5)[cH:31][cH:30]4)=[O:34])[CH2:16][CH2:17]3)[cH:7][cH:8][n:9][c:10]2[cH:11]1. Starting materials: COC(=O)c1ccc2ccc(Oc3ccnc(C(=O)OC(C)(C)C)c3)cc2c1, Cl, C1COCCO1. Yields the product COC(=O)c1ccc2ccc(Oc3ccnc(C(=O)O)c3)cc2c1, Cl. As a reaction SMILES: [CH3:1][O:2][C:3](=[O:4])[c:5]1[cH:6][cH:7][c:8]2[cH:9][cH:10][c:11]([O:15][c:16]3[cH:17][c:18]([C:22](=[O:23])[O:24][C:25]([CH3:26])([CH3:27])[CH3:28])[n:19][cH:20][cH:21]3)[cH:12][c:13]2[cH:14]1.[ClH:29].[O:30]1[CH2:31][CH2:32][O:33][CH2:34][CH2:35]1>>[CH3:1][O:2][C:3](=[O:4])[c:5]1[cH:6][cH:7][c:8]2[cH:9][cH:10][c:11]([O:15][c:16]3[cH:17][c:18]([C:22](=[O:23])[OH:24])[n:19][cH:20][cH:21]3)[cH:12][c:13]2[cH:14]1.[ClH:29]. Starting materials: CN1C(C(=CC2=CC=C(N=C12)C(F)(F)F)C(=O)OCC)=O (ethyl 1-methyl-2-oxo-7-(trifluoromethyl)-1,2-dihydro-1,8-naphthyridine-3-carboxylate), C(O)([O-])=O.[Na+] (sodium hydrogen carbonate), O.[OH-].[Li+] (lithium hydroxide monohydrate), O (water). Run in O1CCOCC1 (1,4-dioxane). Reaction conditions: time 8 hour. The product is CN1C(C(=CC2=CC=C(N=C12)C(F)(F)F)C(=O)O)=O (1-methyl-2-oxo-7-(trifluoromethyl)-1,2-dihydro-1,8-naphthyridine-3-carboxylic acid), crystals. The yield is 91.0%. Reaction SMILES: [CH3:1][N:2]1[C:11]2[C:6](=[CH:7][CH:8]=[C:9]([C:12]([F:15])([F:14])[F:13])[N:10]=2)[CH:5]=[C:4]([C:16]([O:18]CC)=[O:17])[C:3]1=[O:21].O.[OH-].[Li+].O.C(=O)([O-])O.[Na+]>O1CCOCC1>[CH3:1][N:2]1[C:11]2[C:6](=[CH:7][CH:8]=[C:9]([C:12]([F:15])([F:13])[F:14])[N:10]=2)[CH:5]=[C:4]([C:16]([OH:18])=[O:17])[C:3]1=[O:21] |f:1.2.3,5.6|. Procedure: 1.24 g (4.1 mmol) of ethyl 1-methyl-2-oxo-7-(trifluoromethyl)-1,2-dihydro-1,8-naphthyridine-3-carboxylate was dissolved in 1,4-dioxane (50 mL), and 0.35 g (8.3 mmol) of lithium hydroxide monohydrate and 10 mL of water were added thereto at room temperature. The resulting mixture was stirred overnight at room temperature. The reaction mixture was poured into an aqueous solution of sodium hydrogen carbonate, and the mixture was washed with ethyl acetate. The aqueous phase was acidified with citric... Reactants: FC1=CC=C(C=C1)C(O)(C1CCN(CC1)C(C1=CC=CC=C1)(C1=CC=CC=C1)C1=CC=CC=C1)C1=CC=C(C=C1)F (α,α-Bis-(4-fluorophenyl)-1-(triphenylmethyl)-4-piperidinemethanol), Cl (hydrochloric acid). Run at time 1 hour. Product: Cl.FC1=CC=C(C=C1)C(=C1CCNCC1)C1=CC=C(C=C1)F (4-[bis-(4-fluorophenyl)-methylene]-piperidine hydrochloride salt). As a reaction SMILES: [F:1][C:2]1[CH:7]=[CH:6][C:5]([C:8]([C:35]2[CH:40]=[CH:39][C:38]([F:41])=[CH:37][CH:36]=2)([CH:10]2[CH2:15][CH2:14][N:13](C(C3C=CC=CC=3)(C3C=CC=CC=3)C3C=CC=CC=3)[CH2:12][CH2:11]2)O)=[CH:4][CH:3]=1.[ClH:42]>>[ClH:42].[F:41][C:38]1[CH:39]=[CH:40][C:35]([C:8]([C:5]2[CH:4]=[CH:3][C:2]([F:1])=[CH:7][CH:6]=2)=[C:10]2[CH2:15][CH2:14][NH:13][CH2:12][CH2:11]2)=[CH:36][CH:37]=1 |f:2.3|. Procedure: α,α-Bis-(4-fluorophenyl)-1-(triphenylmethyl)-4-piperidinemethanol (67 g; 0.123 mol) was dissolved in hydrochloric acid (1 l; 2 mol/l) and the solution was heated under reflux for 2 h. The solution was cooled, the precipitated solid was collected by filtration and suspended in anhydrous diethyl ether. The mixture was stirred for 1 h, filtered and the solid was crystallised from methanol/ether to give the product (28.3 g) as white crystals; m.p. 83° C. Starting materials: C(C)(=O)OCC=1CS[C@H]2N(C1C(=O)O)C(C2N)=O (3-Acetoxymethyl 7-amino-3-cephem-4-carboxylic acid), CC(=O)OCC1=C(N2[C@@H]([C@@H](C2=O)NC(=O)CCC[C@H](C(=O)O)N)SC1)C(=O)O (cephalosporin C), D-amino acid, cephalosporin, CC(=O)OCC1=C(N2[C@@H]([C@@H](C2=O)N)SC1)C(=O)O (7-ACA). Yields the product CC(=O)OCC1=C(N2[C@@H]([C@@H](C2=O)NC(=O)CCCC(=O)O)SC1)C(=O)O (glutaryl 7-ACA). Reaction SMILES: [C:1]([O:4][CH2:5][C:6]1[CH2:7][S:8][C@@H:9]2[CH:16]([NH2:17])[C:15](=[O:18])[N:10]2[C:11]=1[C:12]([OH:14])=[O:13])(=[O:3])[CH3:2].CC(OC[C:24]1[CH2:33]S[C@@H]2[C@H](N)C(=O)N2[C:25]=1[C:34]([OH:36])=[O:35])=O.C[C:38](OCC1CS[C@@H]2[C@H](NC(CCC[C@@H](N)C(O)=O)=O)C(=O)N2C=1C(O)=O)=[O:39]>>[CH3:2][C:1]([O:4][CH2:5][C:6]1[CH2:7][S:8][C@@H:9]2[C@H:16]([NH:17][C:38]([CH2:33][CH2:24][CH2:25][C:34]([OH:36])=[O:35])=[O:39])[C:15](=[O:18])[N:10]2[C:11]=1[C:12]([OH:14])=[O:13])=[O:3]. Procedure details: 3-Acetoxymethyl 7-amino-3-cephem-4-carboxylic acid (7-aminocephalosporanic acid, 7-ACA) is the starting material for the synthesis of many semi-synthetic cephalosporin antibiotics. 7-ACA can be generated from cephalosporin C (a readily available fermentation product) by a two-step enzymatic process (Scheme 1), using first a D-amino acid oxidase in conjunction with oxidative decarboxylation to produce glutaryl 7-ACA (Step A), and then using a glutaryl 7-ACA acylase to remove the glutaryl group to... The reactants are C(C)OC(CC1CCNCC1)=O (piperidin-4-yl acetic acid ethyl ester), C1(CCC1)=O (cyclobutanone), C(C)(=O)O (acetic acid), C(C)(=O)O[BH-](OC(C)=O)OC(C)=O.[Na+] (sodium triacetoxyborohydride), C([O-])(O)=O.[Na+] (sodium bicarbonate). The solvent is ClCCl (dichloromethane). Reaction conditions: temperature 0 celsius, time 16 hour. The product is C(C)OC(CC1CCN(CC1)C1CCC1)=O ((1-Cyclobutyl piperidin-4-yl) acetic acid ethyl ester). The yield is 88.2%. RXN SMILES: [C:1]1(=O)[CH2:4][CH2:3][CH2:2]1.C(O)(=O)C.[CH2:10]([O:12][C:13](=[O:21])[CH2:14][CH:15]1[CH2:20][CH2:19][NH:18][CH2:17][CH2:16]1)[CH3:11].C(O[BH-](OC(=O)C)OC(=O)C)(=O)C.[Na+].C(=O)(O)[O-].[Na+]>ClCCl>[CH2:10]([O:12][C:13](=[O:21])[CH2:14][CH:15]1[CH2:20][CH2:19][N:18]([CH:1]2[CH2:4][CH2:3][CH2:2]2)[CH2:17][CH2:16]1)[CH3:11] |f:3.4,5.6|. Reported procedure: A mixture of cyclobutanone (0.3 mL, 3.94 mmol) in acetic acid (0.19 mL, 3.28 mmol) was added to a stirred solution of piperidin-4-yl acetic acid ethyl ester (562 mg, 3.28 mmol, obtained in above step) in dichloromethane cooled at 0° C. Solid sodium triacetoxyborohydride (1.39 grams, 7.2 mmol) was added portion wise over a period of 15 minutes. The reaction mixture was gradually warmed to room temperature and stirred for 16 hours. The reaction mixture was cooled to 0° C. and basified with saturat...